From a dataset of the Open Reaction Database (ORD), a public repository of structured organic reaction records. describe an organic reaction: reactants, conditions, products, and yield Reactants: C1(=CC=CC=2CC=CCC12)O (5,8-dihydro-1-naphthol), 2,3-cis-5,6,7,8-tetrahydro-1,6,7-naphthalenetriol, II (iodine), C(C)(=O)OC(C)=O (acetic anhydride), C(C)(=O)[O-] (acetate). The reagents and catalysts are C(C)(=O)[O-].[Ag+] (silver acetate). Solvent: C(C)(=O)O (acetic acid), N1=CC=CC=C1 (pyridine), O (water). Run at time 16 hour. The product is C1(=CC=CC=2C[C@H]([C@H](CC12)O)O)O (cis-5,6,7,8-Tetrahydro-1,6,7-naphthalenetriol). As a reaction SMILES: [C:1]1([OH:11])[C:10]2CC=[CH:7][CH2:6][C:5]=2[CH:4]=[CH:3][CH:2]=1.C(O[C:16](=[O:18])[CH3:17])(=O)C.C([O-])(=[O:21])C.II>C([O-])(=O)C.[Ag+].O.C(O)(=O)C.N1C=CC=CC=1>[C:16]1([OH:18])[C:17]2[CH2:10][C@H:1]([OH:11])[C@H:2]([OH:21])[CH2:3][C:4]=2[CH:5]=[CH:6][CH:7]=1 |f:4.5|. Procedure details: A solution of 29.2 g. (0.2 mole) of 5,8-dihydro-1-naphthol and 40 ml. of acetic anhydride in 100 ml. of pyridine is prepared. After 16 hr. the solvent is removed in vacuo and the residue dissolved in ether and washed with 200 ml. of 5% hydrochloric acid, water, 200 ml. of 10% sodium hydroxide, saturated salt solution and dried. Solvent removal gives 34.2 g. (90.5%) of crude acetate which is dissolved in 900 ml. of acetic acid and 36 ml. of water. 53.3 g. (0.32 mole) of silver acetate is added fo... Starting materials: CO, COC(=O)c1ncoc1C(C)C, [K+], [OH-], O. Product: CC(C)c1ocnc1C(=O)O. As a reaction SMILES: [CH3:15][OH:16].[CH:1]([CH3:2])([CH3:3])[c:4]1[c:5]([C:9](=[O:10])[O:11][CH3:12])[n:6][cH:7][o:8]1.[K+:14].[OH-:13].[OH2:17]>>[CH:1]([CH3:2])([CH3:3])[c:4]1[c:5]([C:9](=[O:10])[OH:11])[n:6][cH:7][o:8]1. Starting materials: C1(C=2C(C(N1)=O)=CC=CC2)=O (phthalimide), C1=CC=C(C=C1)P(C2=CC=CC=C2)C3=CC=CC=C3 (PPh3), N1=CC=C(C=C1)CCCO (4-pyridine propanol), N(=NC(=O)OCC)C(=O)OCC (diethyl azodicarboxylate). Solvent: O1CCCC1 (tetrahydrofuran), O1CCCC1 (tetrahydrofuran). The product is N1=CC=C(C=C1)CCCN1C(C2=CC=CC=C2C1=O)=O (2-(3-pyridin-4-yl-propyl)isoindole-1,3-dione). Reaction SMILES: [C:1]1(=[O:11])[NH:5][C:4](=[O:6])[C:3]2=[CH:7][CH:8]=[CH:9][CH:10]=[C:2]12.C1C=CC(P(C2C=CC=CC=2)C2C=CC=CC=2)=CC=1.[N:31]1[CH:36]=[CH:35][C:34]([CH2:37][CH2:38][CH2:39]O)=[CH:33][CH:32]=1.N(C(OCC)=O)=NC(OCC)=O>O1CCCC1>[N:31]1[CH:36]=[CH:35][C:34]([CH2:37][CH2:38][CH2:39][N:5]2[C:1](=[O:11])[C:2]3[C:3](=[CH:7][CH:8]=[CH:9][CH:10]=3)[C:4]2=[O:6])=[CH:33][CH:32]=1. Procedure: Cool a mixture of phthalimide (5.4 g, 37 mmol) and PPh3 (9.6 g, 37 mmol) in tetrahydrofuran (80 mL) to 0° C. Add dropwise a solution of 4-pyridine propanol (5.0 g, 37 mmol) and diethyl azodicarboxylate (5.8 mL, 37 mmol) in tetrahydrofuran (55 mL). After 2 hours warming to room temperature, concentrate the reaction mixture to a brown paste and perform flash-chromatography on silica gel eluting with 20% of a 80:18:2 CHCl3/MeOH/concentrated NH4OH) solution in methylene chloride to afford 2-(3-pyrid... Yields the product C(C)C(CNC(C1=CC(=C(C(=C1)C(C)(C)C)O)C(C)(C)C)=O)CCCC (N-(2-ethylhexyl)-3,5-di-t-butyl-4-hydroxybenzamide). Reaction SMILES: [CH2:1]([CH:3]([CH2:6][CH2:7][CH2:8][CH3:9])[CH2:4][NH2:5])[CH3:2].[C:10]([C:14]1[CH:15]=[C:16]([CH:20]=[C:21]([C:24]([CH3:27])([CH3:26])[CH3:25])[C:22]=1[OH:23])[C:17](O)=[O:18])([CH3:13])([CH3:12])[CH3:11]>>[CH2:1]([CH:3]([CH2:6][CH2:7][CH2:8][CH3:9])[CH2:4][NH:5][C:17](=[O:18])[C:16]1[CH:20]=[C:21]([C:24]([CH3:25])([CH3:26])[CH3:27])[C:22]([OH:23])=[C:14]([C:10]([CH3:13])([CH3:12])[CH3:11])[CH:15]=1)[CH3:2]. Reported procedure: In the manner of Example 7, 2-ethylhexylamine was reacted with 3,5-di-t-butyl-4-hydroxybenzoic acid to produce N-(2-ethylhexyl)-3,5-di-t-butyl-4-hydroxybenzamide; melting point 136°-140°C. When tested by the procedure of Example 2, this compound lasted 1000 hours, about 3.3 times as long as the control. The reactants are C(C)C(CN)CCCC (2-ethylhexylamine), C(C)(C)(C)C=1C=C(C(=O)O)C=C(C1O)C(C)(C)C (3,5-di-t-butyl-4-hydroxybenzoic acid). As a reaction SMILES: [F:1][C:2]([F:7])([F:6])[C:3]([OH:5])=[O:4].[CH:8]1([N:14]2[CH2:19][CH2:18][CH:17]([C:20]3[CH:25]=[CH:24][C:23]([C:26]4[S:30][C:29]([NH2:31])=[N:28][N:27]=4)=[CH:22][CH:21]=3)[CH2:16][CH2:15]2)[CH2:13][CH2:12][CH2:11][CH2:10][CH2:9]1.Br[CH2:33][C:34]([C:36]1[CH:46]=[CH:45][C:39]([C:40]([O:42][CH2:43][CH3:44])=[O:41])=[CH:38][CH:37]=1)=O.C(OC(C)C)(C)C>C(O)C>[F:1][C:2]([F:7])([F:6])[C:3]([OH:5])=[O:4].[CH:8]1([N:14]2[CH2:15][CH2:16][CH:17]([C:20]3[CH:25]=[CH:24][C:23]([C:26]4[S:30][C:29]5=[N:31][C:34]([C:36]6[CH:46]=[CH:45][C:39]([C:40]([O:42][CH2:43][CH3:44])=[O:41])=[CH:38][CH:37]=6)=[CH:33][N:28]5[N:27]=4)=[CH:22][CH:21]=3)[CH2:18][CH2:19]2)[CH2:9][CH2:10][CH2:11][CH2:12][CH2:13]1 |f:0.1,5.6|. Reactants: FC(C(=O)O)(F)F.C1(CCCCC1)N1CCC(CC1)C1=CC=C(C=C1)C1=NN=C(S1)N (5-[4-(1-cyclohexyl-4-piperidyl)phenyl]-1,3,4-thiadiazol-2-amine trifluoroacetate), BrCC(=O)C1=CC=C(C(=O)OCC)C=C1 (ethyl 4-(bromoacetyl)benzoate), C(C)(C)OC(C)C (isopropyl ether). The solvent is C(C)O (ethanol). The product is FC(C(=O)O)(F)F.C1(CCCCC1)N1CCC(CC1)C1=CC=C(C=C1)C1=NN2C(S1)=NC(=C2)C2=CC=C(C(=O)OCC)C=C2 (ethyl 4-[2-[4-(1-cyclohexyl-4-piperidyl)phenyl]imidazo[2,1-b][1,3,4]thiadiazol-6-yl]benzoate trifluroacetate). Reported procedure: A mixture of 5-[4-(1-cyclohexyl-4-piperidyl)phenyl]-1,3,4-thiadiazol-2-amine trifluoroacetate (0.78 g) and ethyl 4-(bromoacetyl)benzoate (0.6 g) in ethanol (15 ml) was stirred for 5 hours at 80° C. After being cooled to room temperature, the reaction mixture was poured into isopropyl ether. The resulting precipitate was collected by filtration, washed with isopropyl ether and added to a solution of trifluoroacetic acid (1.5 ml) in xylene (15 ml). Then a mixture was stirred for 3 hours at 130° C.... Isolated yield 41.9%. Conditions: temperature 80 celsius, time 5 hour. As a reaction SMILES: [ClH:1].[NH:2]([C:9]1[C:18]2[C:13](=[CH:14][CH:15]=[C:16]3[N:21]=[CH:20][NH:19][C:17]3=2)[N:12]=[C:11]([CH3:22])[CH:10]=1)[C:3]1[CH:8]=[CH:7][CH:6]=[CH:5][CH:4]=1.[CH3:23][N:24]([CH3:32])[C:25]1[CH:31]=[CH:30][C:28]([NH2:29])=[CH:27][CH:26]=1.C([OH:35])C.[Cl-]>CO>[OH2:35].[ClH:1].[CH3:23][N:24]([CH3:25])[C:6]1[CH:7]=[CH:8][C:3]([NH:2][C:9]2[C:18]3[C:13](=[CH:14][CH:15]=[C:16]4[N:21]=[CH:20][NH:19][C:17]4=3)[N:12]=[C:11]([CH3:22])[CH:10]=2)=[CH:4][CH:5]=1.[OH2:35].[OH2:35].[CH3:23][N:24]([C:25]1[CH:31]=[CH:30][C:28]([NH:29][C:9]2[C:18]3[C:13](=[CH:14][CH:15]=[C:16]4[N:21]=[CH:20][NH:19][C:17]4=3)[N:12]=[C:11]([CH3:22])[CH:10]=2)=[CH:27][CH:26]=1)[CH3:32].[ClH:1] |f:0.1,6.7.8.9.10.11.12|. The product is O.Cl.CN(C1=CC=C(NC2=CC(=NC3=CC=C4C(=C23)NC=N4)C)C=C1)C.O.O.CN(C)C1=CC=C(NC4=CC(=NC2=CC=C3C(=C42)NC=N3)C)C=C1.Cl (9-(p-Dimethylaminoanilino)-7-methyl-1H-imidazo[4,5-f]quinoline Hydrochloride Sesquihydrate). Procedure details: A mixture of 33 g. (0.15 mole) of the compound of Example I, C. and 21 g. (0.15 mole) of p-dimethylaminoaniline in 1800 ml. of ethanol was refluxed overnight. The solvent was removed by evaporation in vacuo. The residue was recrystallized from ethanol to give 32 g. of yellow solid. The solid was dissolved methyl alcohol and was acidified with a saturated etherhydrogen chloride solution. The product was collected as a cream colored solid and was recrystallized from methyl alcohol to give a yellow... Reactants: Cl.N(C1=CC=CC=C1)C1=CC(=NC2=CC=C3C(=C12)NC=N3)C (9-Anilino-7-methyl-1H-imidazo[4,5-f]quinoline Hydrochloride), [Cl-] (chloride), CN(C1=CC=C(N)C=C1)C (p-dimethylaminoaniline), C(C)O (ethanol). Solvent: CO (methyl alcohol). Conditions: time 2 hour. Run in C(Cl)Cl (methylene chloride), C(Cl)Cl (methylene chloride), C(Cl)Cl (methylene chloride). Product: C1(=CC=CC=C1)S(=O)CCC(/C(=C(/CC1=CC(=CC=C1)OC1=CC=CC=C1)\F)/F)C1=CC=C(C=C1)Cl ((4E)-3-(4-chlorophenyl)-4,5-difluoro-6-(3-phenoxyphenyl)-4-hexenyl phenyl sulfoxide). Yield: 99.7%. The reactants are ClC1=CC=C(C=C1)C(\C(=C(\CC1=CC(=CC=C1)OC1=CC=CC=C1)/F)\F)CCSC1=CC=CC=C1 (1-[(2E)-4-(4-chlorophenyl)-2,3-difluoro-6-(phenylsulfanyl)-2-hexenyl]-3-phenoxybenzene), ClC1=CC(=CC=C1)C(=O)OO (m-chloroperbenzoic acid). RXN SMILES: [Cl:1][C:2]1[CH:7]=[CH:6][C:5]([CH:8]([CH2:27][CH2:28][S:29][C:30]2[CH:35]=[CH:34][CH:33]=[CH:32][CH:31]=2)/[C:9](/[F:26])=[C:10](\[F:25])/[CH2:11][C:12]2[CH:17]=[CH:16][CH:15]=[C:14]([O:18][C:19]3[CH:24]=[CH:23][CH:22]=[CH:21][CH:20]=3)[CH:13]=2)=[CH:4][CH:3]=1.ClC1C=CC=C(C(OO)=[O:44])C=1>C(Cl)Cl>[C:30]1([S:29]([CH2:28][CH2:27][CH:8]([C:5]2[CH:4]=[CH:3][C:2]([Cl:1])=[CH:7][CH:6]=2)/[C:9](/[F:26])=[C:10](\[F:25])/[CH2:11][C:12]2[CH:17]=[CH:16][CH:15]=[C:14]([O:18][C:19]3[CH:24]=[CH:23][CH:22]=[CH:21][CH:20]=3)[CH:13]=2)=[O:44])[CH:31]=[CH:32][CH:33]=[CH:34][CH:35]=1. Procedure: To a stirred solution of 1-[(2E)-4-(4-chlorophenyl)-2,3-difluoro-6-(phenylsulfanyl)-2-hexenyl]-3-phenoxybenzene (0.311 g, 0.61 mmol) in methylene chloride (13 ml) under nitrogen was added dropwise a solution of m-chloroperbenzoic acid (m-CPBA; 0.13 g, 0.65 mmol) in methylene chloride (2 ml) over one minute. The reaction mixture was stirred at room temperature for two hours, diluted with methylene chloride (50 ml) and washed successively with saturated aqueous sodium bicarbonate and water. The or...